From a dataset of the Open Reaction Database (ORD), a public repository of structured organic reaction records. describe an organic reaction: reactants, conditions, products, and yield Reaction SMILES: [CH2:1]([O:3][C:4]([C:6]1[S:7][C:8]([CH2:14][CH3:15])=[C:9]([C:12]#[N:13])[C:10]=1I)=[O:5])[CH3:2].[Br:16][C:17]1[CH:22]=[CH:21][C:20](B(O)O)=[CH:19][CH:18]=1.C(=O)([O-])[O-].[Na+].[Na+]>C(#N)C.O.CC1C=CC=CC=1[P](C1C=CC=CC=1C)([Pd](Cl)(Cl)[P](C1=C(C)C=CC=C1)(C1C=CC=CC=1C)C1C=CC=CC=1C)C1C=CC=CC=1C>[CH2:1]([O:3][C:4]([C:6]1[S:7][C:8]([CH2:14][CH3:15])=[C:9]([C:12]#[N:13])[C:10]=1[C:20]1[CH:21]=[CH:22][C:17]([Br:16])=[CH:18][CH:19]=1)=[O:5])[CH3:2] |f:2.3.4,^1:42,53|. The reagents and catalysts are CC1=C([P](C2=C(C)C=CC=C2)([Pd]([P](C3=C(C)C=CC=C3)(C4=C(C)C=CC=C4)C(C=CC=C5)=C5C)(Cl)Cl)C6=C(C)C=CC=C6)C=CC=C1 (dichlorobis(tri-o-tolylphosphine)palladium). The yield is 90.3%. The solvent is O (water), C(C)#N (acetonitrile). Procedure: Add 4-cyano-5-ethyl-3-iodo-thiophene-2-carboxylic acid ethyl ester (268.1 g, 0.8 mol) and 4-bromophenyl boronic acid (173.5 g, 0.86 mol), to a solution of bis(tri-o-tolylphosphine)palladium (II) diacetate (7.00 g, 0.008 mole) in acetonitrile(1.9 L) within a 5000 mL, 3-neck round-bottom flask equipped with an overhead stirrer, internal temperature probe, heating mantle, and a glycol-cooled condenser fitted with a nitrogen inlet. Add a solution of sodium carbonate (169.6 g, 1.6 mol) in water (1.3 ... Starting materials: C([O-])([O-])=O.[Na+].[Na+] (sodium carbonate), C(C)OC(=O)C=1SC(=C(C1I)C#N)CC (4-cyano-5-ethyl-3-iodo-thiophene-2-carboxylic acid ethyl ester), BrC1=CC=C(C=C1)B(O)O (4-bromophenyl boronic acid), glycol. The product is C(C)OC(=O)C=1SC(=C(C1C1=CC=C(C=C1)Br)C#N)CC (3-(4-Bromo-phenyl)-4-cyano-5-ethyl-thiophene-2-carboxylic acid ethyl ester). Starting materials: CC1=C(C=CC=C1)C(C[C@]1(OC1)C(F)(F)F)(C)C ((R)-2-[2-(2-methylphenyl)-2-methylpropyl]-2-trifluoromethyloxirane), BrN1C(CCC1=O)=O (N-bromosuccinimide). Run in C(Cl)(Cl)(Cl)Cl (CCl4). Conditions: temperature 70 celsius. The product is BrCC1=C(C=CC=C1)C(C[C@]1(OC1)C(F)(F)F)(C)C ((R)-2-[2-(2-bromomethylphenyl)-2-methylpropyl]-2-trifluoromethyloxirane). Reaction SMILES: [CH3:1][C:2]1[CH:7]=[CH:6][CH:5]=[CH:4][C:3]=1[C:8]([CH3:18])([CH3:17])[CH2:9][C@:10]1([C:13]([F:16])([F:15])[F:14])[CH2:12][O:11]1.[Br:19]N1C(=O)CCC1=O>C(Cl)(Cl)(Cl)Cl>[Br:19][CH2:1][C:2]1[CH:7]=[CH:6][CH:5]=[CH:4][C:3]=1[C:8]([CH3:18])([CH3:17])[CH2:9][C@:10]1([C:13]([F:14])([F:16])[F:15])[CH2:12][O:11]1. Procedure details: To a stirred solution of (R)-2-[2-(2-methylphenyl)-2-methylpropyl]-2-trifluoromethyloxirane (37 g, 0.143 mmol) in 500 mL of anhydrous CCl4 at room temperature was added N-bromosuccinimide (26 g, 0.146 mmol). The reaction mixture was heated to 70° C. and the reaction flask was irradiated with a UV light (500 W) for 1 hour. The reaction mixture, after cooling to normal room temperature, was washed with saturated aqueous sodium bicarbonate solution followed by water, dried over anhydrous sodium sul... The reactants are CN(C1=CC=C(C=C1)CN(C(=O)C1CCCC2=CC=C(C=C12)OC)C1=CC=C(C=C1)C(C)C)C (N-[(4-dimethylaminophenyl)methyl]-N-(4-isopropylphenyl)-7-methoxy-1,2,3,4-tetrahydronaphthalene-1-carboxamide), Cl.O1CCOCC1 (HCl dioxane). The solvent is C(C)O (ethanol). The product is Cl.CN(C1=CC=C(C=C1)CN(C(=O)C1CCCC2=CC=C(C=C12)OC)C1=CC=C(C=C1)C(C)C)C (N-[(4-dimethylaminophenyl)methyl]-N-(4-isopropylphenyl)-7-methoxy-1,2,3,4-tetrahydronaphthalene-1-carboxamide hydrochloride). As a reaction SMILES: [CH3:1][N:2]([CH3:34])[C:3]1[CH:8]=[CH:7][C:6]([CH2:9][N:10]([C:25]2[CH:30]=[CH:29][C:28]([CH:31]([CH3:33])[CH3:32])=[CH:27][CH:26]=2)[C:11]([CH:13]2[C:22]3[C:17](=[CH:18][CH:19]=[C:20]([O:23][CH3:24])[CH:21]=3)[CH2:16][CH2:15][CH2:14]2)=[O:12])=[CH:5][CH:4]=1.[ClH:35].O1CCOCC1>C(O)C>[ClH:35].[CH3:34][N:2]([CH3:1])[C:3]1[CH:8]=[CH:7][C:6]([CH2:9][N:10]([C:25]2[CH:26]=[CH:27][C:28]([CH:31]([CH3:32])[CH3:33])=[CH:29][CH:30]=2)[C:11]([CH:13]2[C:22]3[C:17](=[CH:18][CH:19]=[C:20]([O:23][CH3:24])[CH:21]=3)[CH2:16][CH2:15][CH2:14]2)=[O:12])=[CH:5][CH:4]=1 |f:1.2,4.5|. Procedure: To a solution of N-[(4-dimethylaminophenyl)methyl]-N-(4-isopropylphenyl)-7-methoxy-1,2,3,4-tetrahydronaphthalene-1-carboxamide (29.9 g) in ethanol (300 mL) was added 4 mol/L-HCl/dioxane (17.5 mL) at 0° C. The precipitated white solid was collected by filtration and recrystallized from ethanol:water (2:3) to give N-[(4-dimethylaminophenyl)methyl]-N-(4-isopropylphenyl)-7-methoxy-1,2,3,4-tetrahydronaphthalene-1-carboxamide hydrochloride ½ hydrate (24.1 g). melting point: 146.9° C.